From a dataset of the Open Reaction Database (ORD), a public repository of structured organic reaction records. describe an organic reaction: reactants, conditions, products, and yield Yields the product Cl.CC1=NC(=CC=C1OC=1C(=NC=C(C1)SC1=NC=CC=C1)NC1=NC(=NS1)[C@@H](CO)O)C ((S)-1-(5-(3-(2,6-dimethylpyridin-3-yloxy)-5-(pyridin-2-ylthio)pyridin-2-ylamino)-1,2,4-thiadiazol-3-yl)ethane-1,2-diol hydrochloride). The yield is 12.0%. The solvent is C(C)O (ethanol), C(C)O (ethanol). Reactants: CC1=NC(=CC=C1OC=1C(=NC=C(C1)SC1=NC=CC=C1)NC1=NC(=NS1)[C@@H]1OC2(OC1)CCCCC2)C ((S)-N-(3-(2,6-dimethylpyridin-3-yloxy)-5-(pyridin-2-ylthio)pyridin-2-yl)-3-(1,4-dioxaspiro[4.5]decan-2-yl)-1,2,4-thiadiazol-5-amine), Cl (HCl), Cl (HCl). Procedure details: To a solution of (S)-N-(3-(2,6-dimethylpyridin-3-yloxy)-5-(pyridin-2-ylthio)pyridin-2-yl)-3-(1,4-dioxaspiro[4.5]decan-2-yl)-1,2,4-thiadiazol-5-amine (0.70 g, 1.3 mmol) in ethanol (20 mL) was added concentrated HCl (2.4 ml) and the reaction was heated to 80° C. for 2 hours. The reaction was concentrated and the material triturated with EtOH. The solid was further purified by reverse phase HPLC to yield pure product. The product was taken up in ethanol and HCl (2M in ether) was added. The mixture ... As a reaction SMILES: [CH3:1][C:2]1[C:7]([O:8][C:9]2[C:10]([NH:22][C:23]3[S:27][N:26]=[C:25]([C@H:28]4[CH2:32][O:31]C5(CCCCC5)[O:29]4)[N:24]=3)=[N:11][CH:12]=[C:13]([S:15][C:16]3[CH:21]=[CH:20][CH:19]=[CH:18][N:17]=3)[CH:14]=2)=[CH:6][CH:5]=[C:4]([CH3:38])[N:3]=1.[ClH:39]>C(O)C>[ClH:39].[CH3:1][C:2]1[C:7]([O:8][C:9]2[C:10]([NH:22][C:23]3[S:27][N:26]=[C:25]([C@H:28]([OH:29])[CH2:32][OH:31])[N:24]=3)=[N:11][CH:12]=[C:13]([S:15][C:16]3[CH:21]=[CH:20][CH:19]=[CH:18][N:17]=3)[CH:14]=2)=[CH:6][CH:5]=[C:4]([CH3:38])[N:3]=1 |f:3.4|. Conditions: temperature 80 celsius, time 2 hour. Reactants: C(CCCCC)NCC#N (n-hexylaminoacetonitrile), cupric chloride, O (H2O), [OH-].[Na+] (NaOH). The solvent is C(C)O (Ethanol). Conditions: time 4 hour. The product is C(CCCCC)NCC(=O)N (2-(n-hexylamino)acetamide). As a reaction SMILES: [CH2:1]([NH:7][CH2:8][C:9]#[N:10])[CH2:2][CH2:3][CH2:4][CH2:5][CH3:6].[OH2:11].[OH-].[Na+]>C(O)C>[CH2:1]([NH:7][CH2:8][C:9]([NH2:10])=[O:11])[CH2:2][CH2:3][CH2:4][CH2:5][CH3:6] |f:2.3|. Reported procedure: In an Erlenmeyer flask of 250 ml, 1 gr (0.072 mol) of n-hexylaminoacetonitrile, 1.22 gr (0.072 mol) of dehydrated cupric chloride and 100 ml of H2O were added. Ethanol was then added until obtention of a homogenous phase. The pH of the solution was adjusted to 10 by means of 1N NaOH and the reaction mixture was stirred for 4 hours at room temperature,; a purple solid was formed and was filtered, resuspended in ammoniac solution and extracted with dichloromethane. The organic phase was three time... The reactants are C([O-])([O-])=O.[K+].[K+] (potassium carbonate), C(C1=CC=CC=C1)OCCBr (2-benzyloxyethyl bromide), OC1=CC=C(C=C1)C(CC1=CC=CC=C1)=O (1-(4-Hydroxyphenyl)-2-phenyl ethanone). Solvent: CC(CC)=O (2-butanone). The product is C(C1=CC=CC=C1)OCCOC1=CC=C(C=C1)C(CC1=CC=CC=C1)=O (1-[4-(2-Benzyloxyethoxy)phenyl]-2-phenyl ethanone). As a reaction SMILES: [OH:1][C:2]1[CH:7]=[CH:6][C:5]([C:8](=[O:16])[CH2:9][C:10]2[CH:15]=[CH:14][CH:13]=[CH:12][CH:11]=2)=[CH:4][CH:3]=1.C(=O)([O-])[O-].[K+].[K+].[CH2:23]([O:30][CH2:31][CH2:32]Br)[C:24]1[CH:29]=[CH:28][CH:27]=[CH:26][CH:25]=1>CC(=O)CC>[CH2:23]([O:30][CH2:31][CH2:32][O:1][C:2]1[CH:3]=[CH:4][C:5]([C:8](=[O:16])[CH2:9][C:10]2[CH:11]=[CH:12][CH:13]=[CH:14][CH:15]=2)=[CH:6][CH:7]=1)[C:24]1[CH:29]=[CH:28][CH:27]=[CH:26][CH:25]=1 |f:1.2.3|. Reported procedure: 1-(4-Hydroxyphenyl)-2-phenyl ethanone (17 g, 0.08 mol) is dissolved in 2-butanone (200 ml) and potassium carbonate (33.1 g, 0.24 mol) and 2-benzyloxyethyl bromide (25.8 g, 0.12 mol) is added to the solution. Mixture is stirred and refluxed for three hours. Then the solution is filtered and the filtrate is evaporated to dryness. The residue is dissolved in toluene, washed with 2 N aqueous sodium hydroxide solution and with water, dried and evaporated to dryness. The product is crystallized from e... The reactants are CCOC(=O)c1c(NCCC(=O)c2ccccc2)c2ccc(C(F)(F)F)cc2n1C(=O)OC(C)(C)C, ClCCl, CCOC(C)=O. Yields the product CCOC(=O)c1[nH]c2cc(C(F)(F)F)ccc2c1NCCC(=O)c1ccccc1. As a reaction SMILES: [CH2:1]([C:2](=[O:3])[c:4]1[cH:5][cH:6][cH:7][cH:8][cH:9]1)[CH2:10][NH:11][c:12]1[c:13]([C:32](=[O:33])[O:34][CH2:35][CH3:36])[n:14]([C:25]([O:26][C:27]([CH3:28])([CH3:29])[CH3:30])=[O:31])[c:15]2[cH:16][c:17]([C:21]([F:22])([F:23])[F:24])[cH:18][cH:19][c:20]12.[CH2:37]([Cl:38])[Cl:39].[CH3:40][CH2:41][O:42][C:43](=[O:44])[CH3:45]>>[CH2:1]([C:2](=[O:3])[c:4]1[cH:5][cH:6][cH:7][cH:8][cH:9]1)[CH2:10][NH:11][c:12]1[c:13]([C:32](=[O:33])[O:34][CH2:35][CH3:36])[nH:14][c:15]2[cH:16][c:17]([C:21]([F:22])([F:23])[F:24])[cH:18][cH:19][c:20]12.